Dataset: the Open Reaction Database (ORD), a public repository of structured organic reaction records. Task: describe an organic reaction: reactants, conditions, products, and yield Run at temperature -5 celsius, time 1.5 hour. Procedure details: Sodium hydride (17.32 g, 0.433 mol) was washed with hexane (100 ml×2) then was suspended in dimethylformamide (300 ml). To the mixture was dropwise added thiophenol (44.5 ml, 0.433 mol) in DMF (50 ml) under ice-methanol bath cooling with controlling the inner temperature of 5-10° C. under nitrogen atmosphere. After 1.5 h stirring at -5° C., methyl 4-chloroacetoacetate (50 ml, 0.433 mol) was dropwise added to the reaction mixture under ice-methanol bath cooling with controlling the inner temperat... Reaction SMILES: [H-].[Na+].C1([SH:9])C=CC=CC=1.Cl[CH2:11][C:12](=[O:18])[CH2:13][C:14]([O:16][CH3:17])=O.Cl.[CH3:20][CH2:21][CH2:22][CH2:23][CH2:24][CH3:25]>CN(C)C=O>[C:22]1([CH2:11][C:12](=[O:18])[CH2:13][C:14]([O:16][CH3:17])=[S:9])[CH:21]=[CH:20][CH:25]=[CH:24][CH:23]=1 |f:0.1|. The product is C1(=CC=CC=C1)CC(CC(=S)OC)=O (methyl 4-phenylthioacetoacetate). The reactants are C1(=CC=CC=C1)S (thiophenol), Cl (HCl), [H-].[Na+] (Sodium hydride), CCCCCC (hexane), ClCC(CC(=O)OC)=O (methyl 4-chloroacetoacetate). Run in CN(C)C=O (DMF), CN(C=O)C (dimethylformamide). Isolated yield 104.0%.